This data is from the Open Reaction Database (ORD), a public repository of structured organic reaction records. The task is: describe an organic reaction: reactants, conditions, products, and yield Reactants: ClCCl, O=C(O)c1ccccc1, FS(F)(F)N(c1ccccc1)c1ccccc1. The product is O=C(F)c1ccccc1. As a reaction SMILES: [Cl:27][CH2:28][Cl:29].[OH:1][C:2](=[O:3])[c:4]1[cH:5][cH:6][cH:7][cH:8][cH:9]1.[c:10]1([N:11]([S:12]([F:13])([F:14])[F:24])[c:15]2[cH:16][cH:17][cH:18][cH:19][cH:20]2)[cH:21][cH:22][cH:23][cH:25][cH:26]1>>[O:1]=[C:2]([c:4]1[cH:5][cH:6][cH:7][cH:8][cH:9]1)[F:24]. Reactants: CCO, CC(=O)O, COc1ccc(C=O)cc1, NNC(=O)c1ccc(O)cc1. Product: COc1ccc(C=NNC(=O)c2ccc(O)cc2)cc1. RXN SMILES: [CH3:22][CH2:23][OH:24].[CH3:25][C:26](=[O:27])[OH:28].[CH:12]([c:13]1[cH:14][cH:15][c:16]([O:19][CH3:20])[cH:17][cH:18]1)=[O:21].[OH:1][c:2]1[cH:3][cH:4][c:5]([C:6](=[O:7])[NH:8][NH2:9])[cH:10][cH:11]1>>[OH:1][c:2]1[cH:3][cH:4][c:5]([C:6](=[O:7])[NH:8][N:9]=[CH:12][c:13]2[cH:14][cH:15][c:16]([O:19][CH3:20])[cH:17][cH:18]2)[cH:10][cH:11]1. Starting materials: CCN(C(C)C)C(C)C, C1CCOC1, COc1ccc(C2CCOCC2)c2sc(N)nc12, O=C(Cl)c1ccc(CCl)cc1, ClCCl. Product: COc1ccc(C2CCOCC2)c2sc(NC(=O)c3ccc(CCl)cc3)nc12. As a reaction SMILES: [CH2:19]([N:20]([CH:21]([CH3:22])[CH3:23])[CH:24]([CH3:25])[CH3:26])[CH3:27].[CH2:39]1[O:40][CH2:41][CH2:42][CH2:43]1.[CH3:1][O:2][c:3]1[cH:4][cH:5][c:6]([CH:13]2[CH2:14][CH2:15][O:16][CH2:17][CH2:18]2)[c:7]2[c:8]1[n:9][c:10]([NH2:12])[s:11]2.[Cl:28][CH2:29][c:30]1[cH:31][cH:32][c:33]([C:34](=[O:35])[Cl:36])[cH:37][cH:38]1.[Cl:44][CH2:45][Cl:46]>>[CH3:1][O:2][c:3]1[cH:4][cH:5][c:6]([CH:13]2[CH2:14][CH2:15][O:16][CH2:17][CH2:18]2)[c:7]2[c:8]1[n:9][c:10]([NH:12][C:34]([c:33]1[cH:32][cH:31][c:30]([CH2:29][Cl:28])[cH:38][cH:37]1)=[O:35])[s:11]2. Starting materials: BrCC1=CC=C(C(=O)O)C=C1 (4-(bromomethyl)benzoic acid), CCCCCC (hexane), N#N (N2), C[Si](C)(C)C=[N+]=[N-] (trimethylsilyldiazomethane), C[Si](C)(C)C=[N+]=[N-] (trimethylsilyldiazo- methane), ester. Run in C1(=CC=CC=C1)C (toluene), C(C)(=O)OCC (ethyl acetate), CO (methanol). The product is BrCC1=CC=C(C(=O)OC)C=C1 (Methyl 4-(bromomethyl)benzoate). Reaction SMILES: [Br:1][CH2:2][C:3]1[CH:11]=[CH:10][C:6]([C:7]([OH:9])=[O:8])=[CH:5][CH:4]=1.[CH3:12][Si](C=[N+]=[N-])(C)C.N#N.CCCCCC>CO.C1(C)C=CC=CC=1.C(OCC)(=O)C>[Br:1][CH2:2][C:3]1[CH:11]=[CH:10][C:6]([C:7]([O:9][CH3:12])=[O:8])=[CH:5][CH:4]=1. Procedure: To a solution of 1.0 eq of 4-(bromomethyl)benzoic acid in 20 ml of methanol and 50 ml of toluene; was added dropwise 2.05 eq of trimethylsilyldiazomethane while stirring at room temperature. The reaction was titrated until a persistant pale yellow color existed from the addition of excess trimethylsilyldiazo- methane. Let stir at room temperature for 1 hr to insure the complete evolution of N2. Thin layer chromatography in 1:1 hexane:ethyl acetate indicated the disappearance of starting material... The reactants are CC(c1cccc2ccccc12)N(CC1CN(C(=O)Nc2ccc(C(=O)O)cc2Cl)CCC1c1ccccc1F)C(=O)OC(C)(C)C, Cl, C1COCCO1. Product: CC(NCC1CN(C(=O)Nc2ccc(C(=O)O)cc2Cl)CCC1c1ccccc1F)c1cccc2ccccc12. RXN SMILES: [C:1]([O:2][C:3](=[O:4])[N:8]([CH:9]([CH3:10])[c:11]1[cH:12][cH:13][cH:14][c:15]2[cH:16][cH:17][cH:18][cH:19][c:20]12)[CH2:21][CH:22]1[CH2:23][N:24]([C:35](=[O:36])[NH:37][c:38]2[c:39]([Cl:47])[cH:40][c:41]([C:42](=[O:43])[OH:44])[cH:45][cH:46]2)[CH2:25][CH2:26][CH:27]1[c:28]1[c:29]([F:34])[cH:30][cH:31][cH:32][cH:33]1)([CH3:5])([CH3:6])[CH3:7].[ClH:54].[O:48]1[CH2:49][CH2:50][O:51][CH2:52][CH2:53]1>>[NH:8]([CH:9]([CH3:10])[c:11]1[cH:12][cH:13][cH:14][c:15]2[cH:16][cH:17][cH:18][cH:19][c:20]12)[CH2:21][CH:22]1[CH2:23][N:24]([C:35](=[O:36])[NH:37][c:38]2[c:39]([Cl:47])[cH:40][c:41]([C:42](=[O:43])[OH:44])[cH:45][cH:46]2)[CH2:25][CH2:26][CH:27]1[c:28]1[c:29]([F:34])[cH:30][cH:31][cH:32][cH:33]1.